Dataset: the Open Reaction Database (ORD), a public repository of structured organic reaction records. Task: describe an organic reaction: reactants, conditions, products, and yield Reactants: CC1=NC=CC(=C1)C(C[C@@H](C1=C(C=CC=C1)C)C1=CC=C(C=C1)C1CN(C1)S(=O)(=O)C)=O ((R)-1-(2-methylpyridin-4-yl)-3-(4-(1-(methyl-sulfonyl)azetidin-3-yl)phenyl)-3-o-tolylpropan-1-one), Cl.NO (hydroxylamine hydrochloride), C(O)([O-])=O.[Na+] (sodium hydrogencarbonate). The product is CC1=NC=CC(=C1)/C(/C[C@@H](C1=C(C=CC=C1)C)C1=CC=C(C=C1)C1CN(C1)S(=O)(=O)C)=N/O ((R,E)-1-(2-Methylpyridin-4-yl)-3-(4-(1-(methylsulfonyl)azetidin-3-yl)phenyl)-3-o-tolylpropan-1-one oxime). RXN SMILES: [CH3:1][C:2]1[CH:7]=[C:6]([C:8](=O)[CH2:9][C@H:10]([C:18]2[CH:23]=[CH:22][C:21]([CH:24]3[CH2:27][N:26]([S:28]([CH3:31])(=[O:30])=[O:29])[CH2:25]3)=[CH:20][CH:19]=2)[C:11]2[CH:16]=[CH:15][CH:14]=[CH:13][C:12]=2[CH3:17])[CH:5]=[CH:4][N:3]=1.Cl.[NH2:34][OH:35].C(=O)([O-])O.[Na+]>>[CH3:1][C:2]1[CH:7]=[C:6](/[C:8](=[N:34]/[OH:35])/[CH2:9][C@H:10]([C:18]2[CH:23]=[CH:22][C:21]([CH:24]3[CH2:27][N:26]([S:28]([CH3:31])(=[O:30])=[O:29])[CH2:25]3)=[CH:20][CH:19]=2)[C:11]2[CH:16]=[CH:15][CH:14]=[CH:13][C:12]=2[CH3:17])[CH:5]=[CH:4][N:3]=1 |f:1.2,3.4|. Procedure details: In analogy to example 1, step 2, from (R)-1-(2-methylpyridin-4-yl)-3-(4-(1-(methyl-sulfonyl)azetidin-3-yl)phenyl)-3-o-tolylpropan-1-one and hydroxylamine hydrochloride in the presence of sodium hydrogencarbonate was prepared the title compound as a colourless oil, MS (ESI+): m/z=464.1 ([M+H]+). Reactants: CC(CC(=O)OCC)(C[N+](=O)[O-])C1=NC=CC=C1 (ethyl 3-methyl-3-(pyridin-2-yl)-4-nitrobutanoate), C(C)O (ethanol), C1(=CC=CC=C1)C (toluene). The reagents and catalysts are [Ni] (Raney nickel). Yields the product CC1(CNCC1=O)C1=NC=CC=C1 (3-methyl-3-(pyridin-2-yl)-4-pyrolidinone). As a reaction SMILES: [CH3:1][C:2]([C:13]1[CH:18]=[CH:17][CH:16]=[CH:15][N:14]=1)([CH2:9][N+:10]([O-])=O)[CH2:3][C:4](OCC)=O.C1(C)C=CC=CC=1.C([OH:28])C>[Ni]>[CH3:1][C:2]1([C:13]2[CH:18]=[CH:17][CH:16]=[CH:15][N:14]=2)[C:3](=[O:28])[CH2:4][NH:10][CH2:9]1. Reported procedure: A solution of 5.9 g of the compound obtained in Step 2 in 150 ml of ethanol was hydrogenated for 12 hours in the presence of 0.6 g of Raney nickel (10% w/w) under a hydrogen gas pressure of 60 psi. After the reaction was completed, the reaction solution was filtered with Celite® 545 and the filtrate was concentrated under reduced pressure. To the residue thus obtained was added 150 ml of toluene, and the resulting mixture was heated to reflux for 2 hours. The reaction product solution was concen...